This data is from the Open Reaction Database (ORD), a public repository of structured organic reaction records. The task is: describe an organic reaction: reactants, conditions, products, and yield Starting materials: C=CC(=O)OC, [Cl-], [Cl-], [Cl-], [Cl-], ClCCl, Nc1nc(-c2ccc(Cl)cc2)co1, [Ti+4]. The product is COC(=O)CCc1oc(N)nc1-c1ccc(Cl)cc1. Reaction SMILES: [C:14]([CH:15]=[CH2:16])(=[O:17])[O:18][CH3:19].[Cl-:23].[Cl-:24].[Cl-:25].[Cl-:26].[Cl:20][CH2:21][Cl:22].[NH2:1][c:2]1[o:3][cH:4][c:5](-[c:7]2[cH:8][cH:9][c:10]([Cl:13])[cH:11][cH:12]2)[n:6]1.[Ti+4:27]>>[NH2:1][c:2]1[o:3][c:4]([CH2:16][CH2:15][C:14](=[O:17])[O:18][CH3:19])[c:5](-[c:7]2[cH:8][cH:9][c:10]([Cl:13])[cH:11][cH:12]2)[n:6]1. Reactants: NC1=NC=2CC(CC(C2C=N1)=O)C1=C(C=C(C=C1)F)Br (2-amino-7-(2-bromo-4-fluoro-phenyl)-7,8-dihydro-6H-quinazolin-5-one), N1=CC(=CC=C1)B(O)O (pyridine-3-boronic acid), C([O-])([O-])=O.[K+].[K+] (potassium carbonate). Reagents/catalysts: C=1C=CC(=CC1)[P](C=2C=CC=CC2)(C=3C=CC=CC3)[Pd]([P](C=4C=CC=CC4)(C=5C=CC=CC5)C=6C=CC=CC6)([P](C=7C=CC=CC7)(C=8C=CC=CC8)C=9C=CC=CC9)[P](C=1C=CC=CC1)(C=1C=CC=CC1)C=1C=CC=CC1 (tetrakis(triphenylphosphine)palladium). As a reaction SMILES: [NH2:1][C:2]1[N:11]=[CH:10][C:9]2[C:8](=[O:12])[CH2:7][CH:6]([C:13]3[CH:18]=[CH:17][C:16]([F:19])=[CH:15][C:14]=3Br)[CH2:5][C:4]=2[N:3]=1.[N:21]1[CH:26]=[CH:25][CH:24]=[C:23](B(O)O)[CH:22]=1.C(=O)([O-])[O-].[K+].[K+]>C1C=CC([P]([Pd]([P](C2C=CC=CC=2)(C2C=CC=CC=2)C2C=CC=CC=2)([P](C2C=CC=CC=2)(C2C=CC=CC=2)C2C=CC=CC=2)[P](C2C=CC=CC=2)(C2C=CC=CC=2)C2C=CC=CC=2)(C2C=CC=CC=2)C2C=CC=CC=2)=CC=1.C(O)C>[NH2:1][C:2]1[N:11]=[CH:10][C:9]2[C:8](=[O:12])[CH2:7][CH:6]([C:13]3[CH:18]=[CH:17][C:16]([F:19])=[CH:15][C:14]=3[C:23]3[CH:22]=[N:21][CH:26]=[CH:25][CH:24]=3)[CH2:5][C:4]=2[N:3]=1 |f:2.3.4,^1:39,41,60,79|. Yields the product NC1=NC=2CC(CC(C2C=N1)=O)C1=C(C=C(C=C1)F)C=1C=NC=CC1 (2-Amino-7-(4-fluoro-2-pyridin-3-yl-phenyl)-7,8-dihydro-6H-quinazolin-5-one). Reaction conditions: temperature 150 celsius. Procedure: To a microwave vessel was added 2-amino-7-(2-bromo-4-fluoro-phenyl)-7,8-dihydro-6H-quinazolin-5-one (30 mg, 0.089 mmol), example 2/i stage 2, pyridine-3-boronic acid (22 mg, 0.11 mmol), potassium carbonate (51 mg, 0.22 mmol) and tetrakis(triphenylphosphine)palladium (9 mg, 5 mol %), in a 2:1 mixture of ethanol:toluene (1 ml) and the suspension thoroughly degassed. The reaction mixture was then heated in a CEM microwave at 300 W, 150° C. with a 5 min ramp time and a hold time of 30 min. On comple... Solvent: C(C)O (ethanol). Starting materials: C(CCC)P(CCCC)CCCC (tributylphosphine), dipiperidine, ClC1=CC(=C(NC2=NC=NC3=CC(=C(C=C23)OC)O)C=C1)F (4-(4-chloro-2-fluoroanilino)-7-hydroxy-6-methoxyquinazoline), CN1CC(CCC1)CO (1-methyl-3-piperidinemethanol). The solvent is C(Cl)Cl (methylene chloride), CCOCC (ether). Run at time 18 hour. Product: ClC1=CC(=C(NC2=NC=NC3=CC(=C(C=C23)OC)OCC2CN(CCC2)C)C=C1)F (4-(4-chloro-2-fluoroanilino)-6-methoxy-7-(1-methylpiperidin-3-ylmethoxy)quinazoline). Yield: 32.5%. RXN SMILES: [Cl:1][C:2]1[CH:21]=[CH:20][C:5]([NH:6][C:7]2[C:16]3[C:11](=[CH:12][C:13]([OH:19])=[C:14]([O:17][CH3:18])[CH:15]=3)[N:10]=[CH:9][N:8]=2)=[C:4]([F:22])[CH:3]=1.[CH3:23][N:24]1[CH2:29][CH2:28][CH2:27][CH:26]([CH2:30]O)[CH2:25]1.C(P(CCCC)CCCC)CCC>C(Cl)Cl.CCOCC>[Cl:1][C:2]1[CH:21]=[CH:20][C:5]([NH:6][C:7]2[C:16]3[C:11](=[CH:12][C:13]([O:19][CH2:30][CH:26]4[CH2:27][CH2:28][CH2:29][N:24]([CH3:23])[CH2:25]4)=[C:14]([O:17][CH3:18])[CH:15]=3)[N:10]=[CH:9][N:8]=2)=[C:4]([F:22])[CH:3]=1. Procedure: 1,1′-Azodicarbonyl)dipiperidine (560 mg, 2.2 mmol) was added in portions to a mixture of 4-(4-chloro-2-fluoroanilino)-7-hydroxy-6-methoxyquinazoline (240 mg, 0.75 mmol), (prepared as described for the starting material in Example 2), 1-methyl-3-piperidinemethanol (115 mg, 0.89 mmol) and tributylphosphine (440 mg, 2.2 mmol) in methylene chloride (10 ml). The mixture was stirred for 18 hours, diluted with ether and the resulting precipitate was removed by filtration. The volatiles were removed fro...